Task: describe an organic reaction: reactants, conditions, products, and yield. Dataset: the Open Reaction Database (ORD), a public repository of structured organic reaction records Starting materials: Cc1ccc(Br)c(F)c1, ClCCl, CC(C)(C#N)N=NC(C)(C)C#N, O=C1CCC(=O)N1Br. Yields the product Fc1cc(CBr)ccc1Br. As a reaction SMILES: [Br:1][c:2]1[c:3]([F:9])[cH:4][c:5]([CH3:8])[cH:6][cH:7]1.[Cl:30][CH2:31][Cl:32].[N:18]#[C:19][C:20]([N:21]=[N:22][C:23]([C:24]#[N:25])([CH3:26])[CH3:27])([CH3:28])[CH3:29].[O:10]=[C:11]1[N:12]([Br:17])[C:13](=[O:14])[CH2:15][CH2:16]1>>[Br:1][c:2]1[c:3]([F:9])[cH:4][c:5]([CH2:8][Br:17])[cH:6][cH:7]1.